From a dataset of the Open Reaction Database (ORD), a public repository of structured organic reaction records. describe an organic reaction: reactants, conditions, products, and yield Reactants: CC(=O)C (acetone), FC(C1=CC=C(C=O)C=C1)(F)F (4-trifluoromethylbenzaldehyde), Cl (hydrochloric acid), [OH-].[Na+] (sodium hydroxide), bis(2-hydroxyethyl)tallowamine N-oxide. Run in CCCCCCC (heptane), CCCCCCC (heptane), C(C)(C)O (isopropyl alcohol), O (water). Run at temperature 20 celsius, time 2 hour. Yields the product FC(C1=CC=C(C=C1)C=CC(C=CC1=CC=C(C=C1)C(F)(F)F)=O)(F)F (1,5-bis(α,α,α-trifluoro-p-tolyl)-1,4-pentadien-3-one). Yield: 79.1%. RXN SMILES: [F:1][C:2]([F:12])([F:11])[C:3]1[CH:10]=[CH:9][C:6]([CH:7]=O)=[CH:5][CH:4]=1.[OH-].[Na+].[CH3:15][C:16]([CH3:18])=[O:17].Cl>CCCCCCC.C(O)(C)C.O>[F:1][C:2]([F:12])([F:11])[C:3]1[CH:10]=[CH:9][C:6]([CH:7]=[CH:15][C:16](=[O:17])[CH:18]=[CH:7][C:6]2[CH:5]=[CH:4][C:3]([C:2]([F:1])([F:11])[F:12])=[CH:10][CH:9]=2)=[CH:5][CH:4]=1 |f:1.2|. Procedure: A solution of 4-trifluoromethylbenzaldehyde (64.2 g; 0.369 mol) in heptane (70 ml) is stirred under a nitrogen atmosphere, then sodium hydroxide (15 g; 10% aq), water (30 g), and bis(2-hydroxyethyl)tallowamine N-oxide (6 g) are added. Next a solution of acetone (10.7 g; 0.184 mol) in heptane (30 ml) is added at 25° C. to 35° C. over a period of two hours. The resulting slurry is then stirred for two hours at 25° C. to 30° C. Concentrated hydrochloric acid (9.4 ml) and isopropyl alcohol (48 ml) a... Reactants: Cl, CCc1cn(C2OC(CO)C(O)C2O)c2nc(N)nc(Cl)c12, [Na+], [OH-]. Yields the product CCc1cn(C2OC(CO)C(O)C2O)c2nc(N)[nH]c(=O)c12. RXN SMILES: [ClH:23].[NH2:1][c:2]1[n:3][c:4]([Cl:22])[c:5]2[c:6]([n:7]1)[n:8]([CH:13]1[CH:14]([OH:15])[CH:16]([OH:17])[CH:18]([CH2:20][OH:21])[O:19]1)[cH:9][c:10]2[CH2:11][CH3:12].[Na+:25].[OH-:24]>>[NH2:1][c:2]1[nH:3][c:4](=[O:24])[c:5]2[c:6]([n:7]1)[n:8]([CH:13]1[CH:14]([OH:15])[CH:16]([OH:17])[CH:18]([CH2:20][OH:21])[O:19]1)[cH:9][c:10]2[CH2:11][CH3:12]. Reaction SMILES: [C:1]([CH3:2])([CH3:3])([CH3:4])[c:5]1[cH:6][c:7]2[c:8]([cH:30][cH:31]1)[C:9](=[O:10])[N:11]([CH:14]([CH2:15][C:16](=[O:17])[OH:18])[c:19]1[cH:20][c:21]([O:27][CH2:28][CH3:29])[c:22]([O:25][CH3:26])[cH:23][cH:24]1)[C:12]2=[O:13].[ClH:32].[NH2:33][OH:34].[O:35]1[CH2:36][CH2:37][CH2:38][CH2:39]1>>[C:1]([CH3:2])([CH3:3])([CH3:4])[c:5]1[cH:6][c:7]2[c:8]([cH:30][cH:31]1)[C:9](=[O:10])[N:11]([CH:14]([CH2:15][C:16](=[O:17])[NH:33][OH:34])[c:19]1[cH:20][c:21]([O:27][CH2:28][CH3:29])[c:22]([O:25][CH3:26])[cH:23][cH:24]1)[C:12]2=[O:13]. The reactants are CCOc1cc(C(CC(=O)O)N2C(=O)c3ccc(C(C)(C)C)cc3C2=O)ccc1OC, Cl, NO, C1CCOC1. Yields the product CCOc1cc(C(CC(=O)NO)N2C(=O)c3ccc(C(C)(C)C)cc3C2=O)ccc1OC.